Dataset: the Open Reaction Database (ORD), a public repository of structured organic reaction records. Task: describe an organic reaction: reactants, conditions, products, and yield Reactants: [BH4-].[Na+] (Sodium borohydride), C(C1=CC=CC=C1)=C1CC2C3CCC=4C=C(C=CC4C3CCC2(C1=O)C)OS(N)(=O)=O (sulfamic acid 16-benzylidene-13-methyl-17-oxo-7,8,9,11,12,13,14,15,16,17-decahydro-6H-cyclopenta[a]phenanthren-3-yl ester), C(C)(=O)OCC (ethyl acetate), O (water). The solvent is C1CCOC1 (THF), C(C)O (ethanol). Yields the product C(C1=CC=CC=C1)=C1CC2C3CCC=4C=C(C=CC4C3CCC2(C1O)C)OS(N)(=O)=O (Sulfamic acid 16-benzylidene-17-hydroxy-13-methyl-7,8,9,11,12,13,14,15,16,17-decahydro-6H-cyclopenta[a]phenanthren-3-yl ester). RXN SMILES: [BH4-].[Na+].[CH:3](=[C:10]1[C:26](=[O:27])[C:25]2([CH3:28])[CH:12]([CH:13]3[CH:22]([CH2:23][CH2:24]2)[C:21]2[CH:20]=[CH:19][C:18]([O:29][S:30](=[O:33])(=[O:32])[NH2:31])=[CH:17][C:16]=2[CH2:15][CH2:14]3)[CH2:11]1)[C:4]1[CH:9]=[CH:8][CH:7]=[CH:6][CH:5]=1.C(OCC)(=O)C.O>C1COCC1.C(O)C>[CH:3](=[C:10]1[CH:26]([OH:27])[C:25]2([CH3:28])[CH:12]([CH:13]3[CH:22]([CH2:23][CH2:24]2)[C:21]2[CH:20]=[CH:19][C:18]([O:29][S:30](=[O:33])(=[O:32])[NH2:31])=[CH:17][C:16]=2[CH2:15][CH2:14]3)[CH2:11]1)[C:4]1[CH:9]=[CH:8][CH:7]=[CH:6][CH:5]=1 |f:0.1|. Procedure: Sodium borohydride (100 mg, 2.64 mmol) was added to a solution of sulfamic acid 16-benzylidene-13-methyl-17-oxo-7,8,9,11,12,13,14,15,16,17-decahydro-6H-cyclopenta[a]phenanthren-3-yl ester (438 mg, 1.0 mmol, CAB01148) in THF (20 ml) and ethanol (20 ml) at 0° C. The mixture was stirred for 1 h at this temperature (TLC-control) and ethyl acetate (100 ml) and water (50 ml) were added. The organic layer was separated and washed with water (50 ml) and brine (50 ml), dried over sodium sulphate and conc... Reactants: FC1=C(C=CC=C1)C1=NCC(N(C2=C1C=C(C=C2)C#N)C)=O (5-(o-fluorophenyl)-2,3-dihydro-1-methyl-2-oxo-1H-1,4-benzodiazepine-7-carbonitrile). The reagents and catalysts are [Ni] (Raney-nickel). Solvent: CO (methanol), N (ammonia). Yields the product NCC=1C=CC2=C(C(=NCC(N2C)=O)C2=C(C=CC=C2)F)C1 (7-(aminomethyl)-5-(o-fluorophenyl)-1,3-dihydro-1-methyl-2H-1,4-benzodiazepin-2-one). As a reaction SMILES: [F:1][C:2]1[CH:7]=[CH:6][CH:5]=[CH:4][C:3]=1[C:8]1[C:14]2[CH:15]=[C:16]([C:19]#[N:20])[CH:17]=[CH:18][C:13]=2[N:12]([CH3:21])[C:11](=[O:22])[CH2:10][N:9]=1>CO.N.[Ni]>[NH2:20][CH2:19][C:16]1[CH:17]=[CH:18][C:13]2[N:12]([CH3:21])[C:11](=[O:22])[CH2:10][N:9]=[C:8]([C:3]3[CH:4]=[CH:5][CH:6]=[CH:7][C:2]=3[F:1])[C:14]=2[CH:15]=1. Procedure details: 36.5 g (0.08 mol) of 5-(o-fluorophenyl)-2,3-dihydro-1-methyl-2-oxo-1H-1,4-benzodiazepine-7-carbonitrile, dissolved in 2700 ml of methanol and 270 ml of ammonia, are hydrogenated in an autoclave with 36.5 g of Raney-nickel at 50° and 3.5 atmospheres. The catalyst is filtered off and the solvent is removed in vacuo. There is obtained 7-(aminomethyl)-5-(o-fluorophenyl)-1,3-dihydro-1-methyl-2H-1,4-benzodiazepin-2-one as a foam. Reaction SMILES: [O:1]=[C:2]1[CH:7]([N:8]2[CH2:16][C:15]3[C:10](=[CH:11][CH:12]=[C:13]([CH2:17][NH:18][C:19]([C:21]4[CH:30]=[C:29]5[C:24]([CH2:25][CH2:26][N:27](C(OC(C)(C)C)=O)[CH2:28]5)=[CH:23][CH:22]=4)=[O:20])[CH:14]=3)[C:9]2=[O:38])[CH2:6][CH2:5][C:4](=[O:39])[NH:3]1.Cl>C(Cl)Cl.C(OCC)C>[O:1]=[C:2]1[CH:7]([N:8]2[CH2:16][C:15]3[C:10](=[CH:11][CH:12]=[C:13]([CH2:17][NH:18][C:19]([C:21]4[CH:30]=[C:29]5[C:24]([CH2:25][CH2:26][NH:27][CH2:28]5)=[CH:23][CH:22]=4)=[O:20])[CH:14]=3)[C:9]2=[O:38])[CH2:6][CH2:5][C:4](=[O:39])[NH:3]1. The reactants are Cl (HCl), solution, O=C1NC(CCC1N1C(C2=CC=C(C=C2C1)CNC(=O)C1=CC=C2CCN(CC2=C1)C(=O)OC(C)(C)C)=O)=O (tert-butyl 7-((2-(2,6-dioxopiperidin-3-yl)-1-oxoisoindolin-5-yl)methylcarbamoyl)-3,4-dihydroisoquinoline-2(1H)-carboxylate). Reaction conditions: time 48 hour. Reported procedure: A mixture of tert-butyl 7-((2-(2,6-dioxopiperidin-3-yl)-1-oxoisoindolin-5-yl)methylcarbamoyl)-3,4-dihydroisoquinoline-2(1H)-carboxylate (0.53 g, 1.0 mmol) in methylene chloride (100 mL) is treated with HCl (5 mL of a 2N solution in diethyl ether), and stirred at ambient temperature for 48 hours. The mixture is evaporated under vacuum, and triturated in ethyl acetate (10 mL), filtered, and dried under vacuum. Yields the product O=C1NC(CCC1N1C(C2=CC=C(C=C2C1)CNC(=O)C1=CC=C2CCNCC2=C1)=O)=O (N-((2-(2,6-dioxopiperidin-3-yl)-1-oxoisoindolin-5-yl)methyl)-1,2,3,4-tetrahydroisoquinoline-7-carboxamide). Run in C(C)OCC (diethyl ether), C(Cl)Cl (methylene chloride). The reactants are NC[C@H]1N(CCC[C@H]1C)C(=O)C1=C(C=CC(=C1)C)N1N=CC=N1 (((2S,3R)-2-(aminomethyl)-3-methylpiperidin-1-yl)(5-methyl-2-(2H-1,2,3-triazol-2-yl)phenyl)methanone), ClC=1SC=C(N1)C (2-chloro-4-methylthiazole). Yields the product C[C@H]1[C@H](N(CCC1)C(=O)C1=C(C=CC(=C1)C)N1N=CC=N1)CNC=1SC=C(N1)C (((2S,3R)-3-Methyl-2-(((4-methylthiazol-2-yl)amino)methyl)piperidin-1-yl)(5-methyl-2-(2H-1,2,3-triazol-2-yl)phenyl)methanone). RXN SMILES: [NH2:1][CH2:2][C@@H:3]1[C@H:8]([CH3:9])[CH2:7][CH2:6][CH2:5][N:4]1[C:10]([C:12]1[CH:17]=[C:16]([CH3:18])[CH:15]=[CH:14][C:13]=1[N:19]1[N:23]=[CH:22][CH:21]=[N:20]1)=[O:11].Cl[C:25]1[S:26][CH:27]=[C:28]([CH3:30])[N:29]=1>>[CH3:9][C@@H:8]1[CH2:7][CH2:6][CH2:5][N:4]([C:10]([C:12]2[CH:17]=[C:16]([CH3:18])[CH:15]=[CH:14][C:13]=2[N:19]2[N:23]=[CH:22][CH:21]=[N:20]2)=[O:11])[C@@H:3]1[CH2:2][NH:1][C:25]1[S:26][CH:27]=[C:28]([CH3:30])[N:29]=1. Procedure details: The title compound was prepared following the same general protocol as described for Example A1, using ((2S,3R)-2-(aminomethyl)-3-methylpiperidin-1-yl)(5-methyl-2-(2H-1,2,3-triazol-2-yl)phenyl)methanone and 2-chloro-4-methylthiazole. ESI-MS (m/z): 411 [M+1]+. Starting materials: C[O-].[Na+] (sodium methoxide), ClC=1C(OC(OC1C)(C)C)=O (5-chloro-2,2,6-trimethyl-4H-1,3-dioxin-4-one), Cl (HCl). Run in CO (methanol), CO (methanol). Run at time 10 minute. The product is COC(C(C(=O)C)Cl)=O (Methyl-α-Chloroacetoacetate). Isolated yield 65.0%. As a reaction SMILES: C[O-].[Na+].[Cl:4][C:5]1[C:6](=[O:14])[O:7][C:8](C)(C)[O:9][C:10]=1[CH3:11].Cl>CO>[CH3:8][O:7][C:6](=[O:14])[CH:5]([Cl:4])[C:10]([CH3:11])=[O:9] |f:0.1|. Procedure: A solution of 25% sodium methoxide in methanol (5 ml, 21.6 mmol) was added to a solution of 5-chloro-2,2,6-trimethyl-4H-1,3-dioxin-4-one (3.24 g, 18.4 mmol) in 10 ml of methanol at 20° C. The resulting yellow solution was stirred for 10 minutes, acidified with 10% HCl, and extracted with ether. Evaporation of the ether provided 2.35 g (94% yield, NMR assay ~90%) of a pale yellow oil, which was distilled to provide 1.8 g (66%) of pure title compound as a colorless liquid. Reactants: C1(CCCC2=CC=CC=C12)C(=O)O (1,2,3,4-tetrahydronaphthalene-1-carboxylic acid), NC=1C=CC(=NC1)C(C)C (5-amino-2-isopropylpyridine). The product is C(C)(C)C1=CC=C(C=N1)NC(=O)C1CCCC2=CC=CC=C12 (N-(6-isopropylpyridin-3-yl)-1,2,3,4-tetrahydronaphthalene-1-carboxamide). The yield is 86.4%. Reaction SMILES: [CH:1]1([C:11]([OH:13])=O)[C:10]2[C:5](=[CH:6][CH:7]=[CH:8][CH:9]=2)[CH2:4][CH2:3][CH2:2]1.[NH2:14][C:15]1[CH:16]=[CH:17][C:18]([CH:21]([CH3:23])[CH3:22])=[N:19][CH:20]=1>>[CH:21]([C:18]1[N:19]=[CH:20][C:15]([NH:14][C:11]([CH:1]2[C:10]3[C:5](=[CH:6][CH:7]=[CH:8][CH:9]=3)[CH2:4][CH2:3][CH2:2]2)=[O:13])=[CH:16][CH:17]=1)([CH3:23])[CH3:22]. Reported procedure: By the reaction and treatment in the same manner as in Preparation Example 11 using 1,2,3,4-tetrahydronaphthalene-1-carboxylic acid (1.51 g) and 5-amino-2-isopropylpyridine (1.17 g) as starting materials, N-(6-isopropylpyridin-3-yl)-1,2,3,4-tetrahydronaphthalene-1-carboxamide (2.18 g) was obtained. melting point: 155.7° C. RXN SMILES: [C:15]([OH:16])(=[O:17])[CH3:18].[CH2:13]=[O:14].[CH3:19][C:20]#[N:21].[Cl:23][CH2:24][Cl:25].[OH2:22].[c:1]1([CH:7]2[CH2:8][CH2:9][NH:10][CH2:11][CH2:12]2)[cH:2][cH:3][cH:4][cH:5][cH:6]1>>[c:1]1([CH:7]2[CH2:8][CH2:9][N:10]([CH3:15])[CH2:11][CH2:12]2)[cH:2][cH:3][cH:4][cH:5][cH:6]1. Product: CN1CCC(c2ccccc2)CC1. The reactants are CC(=O)O, C=O, CC#N, ClCCl, O, c1ccc(C2CCNCC2)cc1.